This data is from the Open Reaction Database (ORD), a public repository of structured organic reaction records. The task is: describe an organic reaction: reactants, conditions, products, and yield Reactants: COC(CC(=O)Cl)=O (chlorocarbonyl-acetic acid methyl ester), ice, Cl (hydrochloric acid), FC=1C=C(COC2=CC=C(C=C2)N)C=CC1 (4-(3-fluoro-benzyloxy)-phenylamine). Run in ClCCl (dichloromethane), O (water), N1=CC=CC=C1 (pyridine). Run at time 2 hour. The product is COC(CC(=O)NC1=CC=C(C=C1)OCC1=CC(=CC=C1)F)=O (N-[4-(3-Fluoro-benzyloxy)-phenyl]-malonamic acid methyl ester). Isolated yield 19.4%. Reaction SMILES: [CH3:1][O:2][C:3](=[O:8])[CH2:4][C:5](Cl)=[O:6].[F:9][C:10]1[CH:11]=[C:12]([CH:22]=[CH:23][CH:24]=1)[CH2:13][O:14][C:15]1[CH:20]=[CH:19][C:18]([NH2:21])=[CH:17][CH:16]=1.Cl>ClCCl.N1C=CC=CC=1.O>[CH3:1][O:2][C:3](=[O:8])[CH2:4][C:5]([NH:21][C:18]1[CH:17]=[CH:16][C:15]([O:14][CH2:13][C:12]2[CH:22]=[CH:23][CH:24]=[C:10]([F:9])[CH:11]=2)=[CH:20][CH:19]=1)=[O:6]. Procedure: A solution of 242 mg (1.77 mmol) chlorocarbonyl-acetic acid methyl ester in 2 ml dichloromethane is added dropwise to an ice-cooled solution of 350 mg (1.61 mmol) 4-(3-fluoro-benzyloxy)-phenylamine in 7 ml of pyridine. The mixture is then stirred for 2 h at room temperature, diluted with water, acidified with dil. hydrochloric acid and extracted with ethyl acetate. The organic phase is dried. Chromatography (silica gel, ethyl acetate/hexane 1:1) yields 99 mg (19%) of the title compound. Yellowis... Starting materials: Cl.N1(CCNCC1)C1=CC(C(=O)NC2=NN=NN2)=NC2=CC=CC=C12 (4-Piperazino-N(1H-tetrazol-5-yl)quinaldamide hydrochloride), ( d ), N1CCNCC1 (piperazine), ClC1=CC(C(=O)NC2=NN=NN2)=NC2=CC=CC=C12 (4-chloro-N(1H-tetrazol-5-yl)quinaldamide). The product is Cl.COC=1C=C2C(=CC(C(=O)NC3=NN=NN3)=NC2=CC1)N1CCN(CC1)C (6-Methoxy-4(4-methylpiperazinyl)-N(1H-tetrazol-5-yl) quinaldamide, hydrochloride). As a reaction SMILES: Cl.[N:2]1([C:8]2[C:25]3[C:20](=[CH:21][CH:22]=[CH:23][CH:24]=3)[N:19]=[C:10]([C:11]([NH:13][C:14]3[NH:18][N:17]=[N:16][N:15]=3)=[O:12])[CH:9]=2)[CH2:7][CH2:6][NH:5][CH2:4][CH2:3]1.N1CCNC[CH2:27]1.[Cl:32]C1C2C(=CC=CC=2)N=C([C:36](NC2NN=NN=2)=[O:37])C=1>>[ClH:32].[CH3:36][O:37][C:23]1[CH:24]=[C:25]2[C:20](=[CH:21][CH:22]=1)[N:19]=[C:10]([C:11]([NH:13][C:14]1[NH:18][N:17]=[N:16][N:15]=1)=[O:12])[CH:9]=[C:8]2[N:2]1[CH2:3][CH2:4][N:5]([CH3:27])[CH2:6][CH2:7]1 |f:0.1,4.5|. Procedure: 4-Piperazino-N(1H-tetrazol-5-yl)quinaldamide hydrochloride, m.p. 320° (d), was prepared in a similar way from piperazine and 4-chloro-N(1H-tetrazol-5-yl)quinaldamide. Reactants: CSC.B (Borane-dimethyl sulfide), C(C)(C)(C)OC(=O)N1[C@@H](C[C@@H](C1)OC1=CC=CC=C1)C(=O)O ((2S,4S)-1-tert-butoxycarbonyl-4-phenoxy-2-pyrrolidinylcarboxylic acid), O (water). Solvent: C1CCOC1 (THF). Conditions: temperature 0 celsius, time 2 hour. The product is C(C)(C)(C)OC(=O)N1[C@@H](C[C@@H](C1)OC1=CC=CC=C1)CO ((2S,4S)-1-tert-butoxycarbonyl-4-phenoxy-2-pyrrolidinylmethanol). Isolated yield 124.3%. As a reaction SMILES: CSC.B.[C:5]([O:9][C:10]([N:12]1[CH2:16][C@@H:15]([O:17][C:18]2[CH:23]=[CH:22][CH:21]=[CH:20][CH:19]=2)[CH2:14][C@H:13]1[C:24](O)=[O:25])=[O:11])([CH3:8])([CH3:7])[CH3:6].O>C1COCC1>[C:5]([O:9][C:10]([N:12]1[CH2:16][C@@H:15]([O:17][C:18]2[CH:19]=[CH:20][CH:21]=[CH:22][CH:23]=2)[CH2:14][C@H:13]1[CH2:24][OH:25])=[O:11])([CH3:8])([CH3:7])[CH3:6] |f:0.1|. Procedure details: Borane-dimethyl sulfide (1.55 ml, 15.5 mmol) was added to a solution of (2S,4S)-1-tert-butoxycarbonyl-4-phenoxy-2-pyrrolidinylcarboxylic acid (2.39 g, 7.76 mmol) in THF (50 ml) under stirring at 0° C. The reaction mixture was stirred at the same temperature for 10 minutes and then at 50° C. for 2 hours. After cooling the reaction mixture to 0° C., water (30 ml) was added thereto, followed by extraction with ethyl acetate. The extract was washed with saturated brine, dried over anhydrous sodium s... Starting materials: NC[C@H]1CN(C(O1)=O)C1=CC(=C(C=C1)S(=O)C)F (5-(S)-aminomethyl-3-[4′-methylsulfinyl-3′-fluorophenyl]oxazolidine-2-one), N(=[N+]=[N-])C[C@@H]1CN(C(O1)=O)C1=CC(=C(C=C1)S(=O)CCF)F (5-(S)-azidomethyl-3-[4′-(2″-fluoroethyl)sulfinyl-3′-fluorophenyl]oxazolidine-2-one), C1(=CC=CC=C1)P(C1=CC=CC=C1)C1=CC=CC=C1 (triphenylphosphine). Yields the product NC[C@H]1CN(C(O1)=O)C1=CC(=C(C=C1)S(=O)CCF)F (5-(S)-Aminomethyl-3-[4′-(2″-fluoroethyl)sulfinyl-3′-fluorophenyl]oxazolidine-2-one). RXN SMILES: NC[C@@H]1OC(=O)N(C2C=CC(S(C)=O)=C(F)C=2)C1.[N:19]([CH2:22][C@H:23]1[O:27][C:26](=[O:28])[N:25]([C:29]2[CH:34]=[CH:33][C:32]([S:35]([CH2:37][CH2:38][F:39])=[O:36])=[C:31]([F:40])[CH:30]=2)[CH2:24]1)=[N+]=[N-].C1(P(C2C=CC=CC=2)C2C=CC=CC=2)C=CC=CC=1>>[NH2:19][CH2:22][C@@H:23]1[O:27][C:26](=[O:28])[N:25]([C:29]2[CH:34]=[CH:33][C:32]([S:35]([CH2:37][CH2:38][F:39])=[O:36])=[C:31]([F:40])[CH:30]=2)[CH2:24]1. Procedure details: This compound was prepared analogously to the synthesis of 5-(S)-aminomethyl-3-[4′-methylsulfinyl-3′-fluorophenyl]oxazolidine-2-one from 5-(S)-azidomethyl-3-[4′-(2″-fluoroethyl)sulfinyl-3′-fluorophenyl]oxazolidine-2-one (0.275 g, 0.833 mmol) and triphenylphosphine (0.229 g, 0.874 mmol). Yield 0.253 g (80%). MS (m/z): [M+H]+=305. Starting materials: C(C)(C)(C)OC(N[C@@H]1CC2=C(N=C(S2)N)CC1)=O (((S)-2-Amino-4,5,6,7-tetrahydro-benzothiazol-6-yl)-carbamic acid tert-butyl ester), CCN(C(C)C)C(C)C (DIPEA), ClC(=O)OCC1=CC=CC=C1 (benzyl chloroformate), ClC(=O)[O-] (chloroformate), CCN(C(C)C)C(C)C (DIPEA). The solvent is C(Cl)Cl (CH2Cl2). Run at temperature 4 celsius, time 8 hour. The product is C(C1=CC=CC=C1)OC(NC=1SC2=C(N1)CC[C@@H](C2)NC(=O)OC(C)(C)C)=O (((S)-6-tert-butoxycarbonylamino-4,5,6,7-tetrahydro-benzothiazol-2-yl)-carbamic acid benzyl ester). The yield is 91.1%. RXN SMILES: [C:1]([O:5][C:6](=[O:18])[NH:7][C@H:8]1[CH2:17][CH2:16][C:11]2[N:12]=[C:13]([NH2:15])[S:14][C:10]=2[CH2:9]1)([CH3:4])([CH3:3])[CH3:2].CCN(C(C)C)C(C)C.Cl[C:29]([O:31][CH2:32][C:33]1[CH:38]=[CH:37][CH:36]=[CH:35][CH:34]=1)=[O:30].ClC([O-])=O>C(Cl)Cl>[CH2:32]([O:31][C:29](=[O:30])[NH:15][C:13]1[S:14][C:10]2[CH2:9][C@@H:8]([NH:7][C:6]([O:5][C:1]([CH3:4])([CH3:2])[CH3:3])=[O:18])[CH2:17][CH2:16][C:11]=2[N:12]=1)[C:33]1[CH:38]=[CH:37][CH:36]=[CH:35][CH:34]=1. Reported procedure: Dissolved ((S)-2-Amino-4,5,6,7-tetrahydro-benzothiazol-6-yl)-carbamic acid tert-butyl ester (32.6 g, 121.02 mmol) in 300 mL of CH2Cl2. To this was added DIPEA (41.8 mL, 240 mmol). The mixture was cooled to 4° C. To this was added the benzyl chloroformate (17.8 mL, 125 mmol). The mixture stirred overnight. TLC analysis indicated some starting material remaining. Added 0.3 eq more of chloroformate and 0.3 eq. more of DIPEA. Stirred for 4 h. TLC indicated remaining starting material Quenched with 2... Starting materials: NO (hydroxylamine), ClC1=C2C(=NC=N1)N(N=C2C=2OC(=CC2)[N+](=O)[O-])C (4-chloro-1-methyl-3-(5-nitro-2-furyl)-1H-pyrazolo[3,4-d]pyrimidine). Run in CO (methanol), C(C)O (ethanol). Conditions: time 30 minute. Product: ONC1=C2C(=NC=N1)N(N=C2C=2OC(=CC2)[N+](=O)[O-])C (4-hydroxyamino-1-methyl-3-(5-nitro-2-furyl)-1H-pyrazolo[3,4-d]pyrimidine). Reaction SMILES: [NH2:1][OH:2].Cl[C:4]1[N:9]=[CH:8][N:7]=[C:6]2[N:10]([CH3:21])[N:11]=[C:12]([C:13]3[O:14][C:15]([N+:18]([O-:20])=[O:19])=[CH:16][CH:17]=3)[C:5]=12>CO.C(O)C>[OH:2][NH:1][C:4]1[N:9]=[CH:8][N:7]=[C:6]2[N:10]([CH3:21])[N:11]=[C:12]([C:13]3[O:14][C:15]([N+:18]([O-:20])=[O:19])=[CH:16][CH:17]=3)[C:5]=12. Procedure: A solution containing 0.7 grams of anhydrous hydroxylamine in 50 milliliters of methanol was added to a solution containing 1.4 grams of 4-chloro-1-methyl-3-(5-nitro-2-furyl)-1H-pyrazolo[3,4-d]pyrimidine dissolved in 600 milliliters of ethanol, at a temperature of 30°C. and the mixture was allowed to stand for 30 minutes at room temperature. The mixture was gently heated at reflux for a further 15 minutes and cooled. The crystalline product was washed with ether and dried. Recrystallisation from... The reactants are C(\C=C\C(=O)[O-])(=O)[O-].[NH4+].[NH4+] (ammonium fumarate), P(=O)([O-])([O-])O.[K+].[K+] (dipotassium phosphate), S(=O)(=O)([O-])[O-].[Mg+2] (magnesium sulfate), C([O-])([O-])=O.[Ca+2] (calcium carbonate). Conditions: temperature 35 celsius, time 24 hour. Yields the product N[C@@H](CC(=O)O)C(=O)O (aspartic acid). As a reaction SMILES: [C:1]([O-:8])(=[O:7])/[CH:2]=[CH:3]/[C:4]([O-:6])=[O:5].[NH4+:9].[NH4+].P(O)([O-])([O-])=O.[K+].[K+].S([O-])([O-])(=O)=O.[Mg+2].C(=O)([O-])[O-].[Ca+2]>>[NH2:9][C@H:2]([C:1]([OH:8])=[O:7])[CH2:3][C:4]([OH:6])=[O:5] |f:0.1.2,3.4.5,6.7,8.9|. Reported procedure: Next, 100 ml of a nutrient medium (pH 7) containing 3% of ammonium fumarate, 0.2% of dipotassium phosphate, 0.025% of magnesium sulfate, 4% of corn steep liquor, and 0.05% of calcium carbonate was inoculated with Escherichia coli and then shaken at 35° C. for 24 hours. Thereafter, 50 ml of the resulting culture of Eschericia coli and 50 ml of a fresh nutrient medium were added to the aforesaid gel-containing flask, which was shaken at 35° C. for 24 hours. After removal of the supernatant, the ge...